From a dataset of the Open Reaction Database (ORD), a public repository of structured organic reaction records. describe an organic reaction: reactants, conditions, products, and yield Reactants: BrC1=C(N)C=CC(=C1)CCC (2-bromo-4-propylaniline), [N+](=O)([O-])C=1C=C(C=CC1)B(O)O (3-nitrobenzene boronic acid). RXN SMILES: Br[C:2]1[CH:8]=[C:7]([CH2:9][CH2:10][CH3:11])[CH:6]=[CH:5][C:3]=1[NH2:4].[N+:12]([C:15]1[CH:16]=[C:17](B(O)O)[CH:18]=[CH:19][CH:20]=1)([O-:14])=[O:13]>>[N+:12]([C:15]1[CH:20]=[C:19]([C:2]2[CH:8]=[C:7]([CH2:9][CH2:10][CH3:11])[CH:6]=[CH:5][C:3]=2[NH2:4])[CH:18]=[CH:17][CH:16]=1)([O-:14])=[O:13]. Reported procedure: 2-bromo-4-propylaniline and 3-nitrobenzene boronic acid can be combined to form 2-(3-nitrophenyl)-4-propylaniline, The product is [N+](=O)([O-])C=1C=C(C=CC1)C1=C(N)C=CC(=C1)CCC (2-(3-nitrophenyl)-4-propylaniline). The reactants are ClC1=CC=C(C(=O)N(C)[C@@H]2CC[C@H](CC2)C2=CC=C(C=C2)CO)C=C1 (trans-N-(4-chlorobenzoyl)-N-methyl-4-(4-hydroxymethylphenyl)cyclohexylamine), BrC(Br)(Br)Br (tetrabromomethane), C1(=CC=CC=C1)P(C1=CC=CC=C1)C1=CC=CC=C1 (triphenylphosphine). Solvent: C(Cl)Cl (methylene chloride). The product is BrCC1=CC=C(C=C1)[C@@H]1CC[C@H](CC1)N(C)C(C1=CC=C(C=C1)Cl)=O (trans-4-(4-Bromomethylphenyl)-N-(4-chlorobenzoyl)-N-methylcyclohexylamine). The yield is 29.9%. RXN SMILES: [Cl:1][C:2]1[CH:25]=[CH:24][C:5]([C:6]([N:8]([C@H:10]2[CH2:15][CH2:14][C@H:13]([C:16]3[CH:21]=[CH:20][C:19]([CH2:22]O)=[CH:18][CH:17]=3)[CH2:12][CH2:11]2)[CH3:9])=[O:7])=[CH:4][CH:3]=1.[Br:26]C(Br)(Br)Br.C1(P(C2C=CC=CC=2)C2C=CC=CC=2)C=CC=CC=1>C(Cl)Cl>[Br:26][CH2:22][C:19]1[CH:20]=[CH:21][C:16]([C@H:13]2[CH2:14][CH2:15][C@H:10]([N:8]([C:6](=[O:7])[C:5]3[CH:24]=[CH:25][C:2]([Cl:1])=[CH:3][CH:4]=3)[CH3:9])[CH2:11][CH2:12]2)=[CH:17][CH:18]=1. Procedure details: 710 mg of trans-N-(4-chlorobenzoyl)-N-methyl-4-(4-hydroxymethylphenyl)cyclohexylamine are reacted in 20 ml of methylene chloride with 723 mg of tetrabromomethane and 572 mg of triphenylphosphine. 250 mg of the title compound are obtained, melting point 181°-183° C. The reactants are Br (hydrobromic acid), C1(=CC(=CC=C1)OC1=CC=C(C=C1)OC)C (p-(m-tolyloxy)anisole), ice water. Solvent: C(C)(=O)O (acetic acid). Product: C1(=CC(=CC=C1)OC1=CC=C(C=C1)O)C (p-(m-tolyloxy)phenol). Reaction SMILES: [C:1]1([CH3:16])[CH:6]=[CH:5][CH:4]=[C:3]([O:7][C:8]2[CH:13]=[CH:12][C:11]([O:14]C)=[CH:10][CH:9]=2)[CH:2]=1.Br>C(O)(=O)C>[C:1]1([CH3:16])[CH:6]=[CH:5][CH:4]=[C:3]([O:7][C:8]2[CH:13]=[CH:12][C:11]([OH:14])=[CH:10][CH:9]=2)[CH:2]=1. Procedure: 77 g of p-(m-tolyloxy)anisole are dissolved in 360 ml of acetic acid and treated with 300 ml of 48% hydrobromic acid. Then, the mixture is allowed to react at reflux temperature for 5 hours. The cooled reaction solution is poured into 1.5 l of ice-water and extracted three times with 150 ml of methylene chloride each time. The organic solution is washed three times with 150 ml of water each time and with 150 ml of saturated sodium bicarbonate solution, dried over sodium sulfate and evaporated. D... Starting materials: [Br-], Br, CC(C)Cc1cccc(N)c1, O=N[O-], [Na+]. Product: CC(C)Cc1cccc(Br)c1. RXN SMILES: [Br-:16].[BrH:17].[CH2:1]([CH:2]([CH3:3])[CH3:4])[c:5]1[cH:6][c:7]([NH2:11])[cH:8][cH:9][cH:10]1.[N:12]([O-:13])=[O:14].[Na+:15]>>[CH2:1]([CH:2]([CH3:3])[CH3:4])[c:5]1[cH:6][c:7]([Br:16])[cH:8][cH:9][cH:10]1. The reactants are Nc1ncc(Br)cc1OCc1ccccc1, OB(O)c1ccccc1. The product is Nc1ncc(-c2ccccc2)cc1OCc1ccccc1. As a reaction SMILES: [CH2:1]([c:2]1[cH:3][cH:4][cH:5][cH:6][cH:7]1)[O:8][c:9]1[c:10]([NH2:16])[n:11][cH:12][c:13]([Br:15])[cH:14]1.[OH:17][B:18]([OH:19])[c:20]1[cH:21][cH:22][cH:23][cH:24][cH:25]1>>[CH2:1]([c:2]1[cH:3][cH:4][cH:5][cH:6][cH:7]1)[O:8][c:9]1[c:10]([NH2:16])[n:11][cH:12][c:13](-[c:20]2[cH:21][cH:22][cH:23][cH:24][cH:25]2)[cH:14]1. Starting materials: alkane, 70, C(C1=CC=CC=C1)N1CCCC1 (N-benzylpyrrolidine), n-alkane, 14, alkane, CCCCCCCCCC (n-decane), C(C1=CC=CC=C1)N1CCCC1 (N-benzylpyrrolidine), C(C1=CC=CC=C1)N1CC(CC1)O (N-benzyl-3-hydroxy-pyrrolidine), CCCCCCCC (n-octane). Run in CCCCCC (n-hexane). The product is C(C1=CC=CC=C1)N1C[C@@H](CC1)O ((R)-N-benzyl-3-hydroxypyrrolidine). As a reaction SMILES: C(N1CCCC1)C1C=CC=CC=1.[CH2:13]([N:20]1[CH2:24][CH2:23][CH:22]([OH:25])[CH2:21]1)[C:14]1[CH:19]=[CH:18][CH:17]=[CH:16][CH:15]=1.CCCCCCCC.CCCCCCCCCC>CCCCCC>[CH2:13]([N:20]1[CH2:24][CH2:23][C@@H:22]([OH:25])[CH2:21]1)[C:14]1[CH:15]=[CH:16][CH:17]=[CH:18][CH:19]=1. Procedure: It has been found that alkane-degrading microorganisms are excellent biocatalysts for the hydroxylation of N-benzylpyrrolidine to optically active N-benzyl-3-hydroxy-pyrrolidine. Examples are bacteria degrading n-alkane containing 4 or more C-atoms. By screening with a microtiter plate, 25 of a set of 70 strains degrading n-hexane, n-octane, n-decane, or n-dodedane, were found to be able to catalyse this hydroxylation (example 5). The enantioselectivity and relative activity of 14 selected alkan... Starting materials: C=C (ethylene), BrC=1C(=C(C=NO)C(=CC1)Br)C (3,6-dibromo-2-methylbenzaldoxime), [O-]Cl.[Na+] (NaOCl). The solvent is C(Cl)Cl (methylene chloride). Run at time 8 hour. Product: BrC=1C(=C(C(=CC1)Br)C1=NOCC1)C (3-(3,6-dibromo-2-methylphenyl)-4,5-dihydroisoxazole). Reaction SMILES: [Br:1][C:2]1[C:3]([CH3:12])=[C:4]([C:8]([Br:11])=[CH:9][CH:10]=1)[CH:5]=[N:6][OH:7].[CH2:13]=[CH2:14].[O-]Cl.[Na+]>C(Cl)Cl>[Br:1][C:2]1[C:3]([CH3:12])=[C:4]([C:5]2[CH2:14][CH2:13][O:7][N:6]=2)[C:8]([Br:11])=[CH:9][CH:10]=1 |f:2.3|. Reported procedure: 68 g (0.23 mol) of 3,6-dibromo-2-methylbenzaldoxime are dissolved in 750 ml of methylene chloride in a pressure container. 20 g of ethylene are applied, and 620 g of a 12.5% strength solution of NaOCl are then pumped in at room temperature, and the mixture is stirred overnight. The pressure vessel is vented, and the organic phase is then separated off, washed once with 250 ml of water and dried, and the solvent is removed under reduced pressure. This gives 77 g of product (95% pure) (99% of theo... Reactants: FC1=C(C(=CC=C1)F)B(O)O (2,6-difluorophenylboronic acid), tripotassium phosphate n-hydrate, COCCOC (1,2-dimethoxyethane), ClC1=NC=NC(=C1)Cl (4,6-dichloropyrimidine). Solvent: O (water), O (water). Conditions: temperature 80 celsius, time 5 hour. The product is ClC1=NC=NC(=C1)C1=C(C=CC=C1F)F (4-chloro-6-(2,6-difluorophenyl)pyrimidine). Isolated yield 16.7%. Reaction SMILES: [F:1][C:2]1[CH:7]=[CH:6][CH:5]=[C:4]([F:8])[C:3]=1B(O)O.COCCOC.[Cl:18][C:19]1[CH:24]=[C:23](Cl)[N:22]=[CH:21][N:20]=1>O>[Cl:18][C:19]1[CH:24]=[C:23]([C:3]2[C:2]([F:1])=[CH:7][CH:6]=[CH:5][C:4]=2[F:8])[N:22]=[CH:21][N:20]=1. Reported procedure: A reaction vessel was charged with [1,1′-bis(diphenylphosphino)ferrocene dichloropalladium]methylene chloride complex, 1.007 g of 2,6-difluorophenylboronic acid, and 2.707 g of tripotassium phosphate n-hydrate, to which 16 ml of 1,2-dimethoxyethane, 4 ml of water, and 0.95 g of 4,6-dichloropyrimidine were added, followed by stirring at 80° C. under an atmosphere of a nitrogen gas for 5 hours. The reaction mixture was then left for cooling to room temperature, and water was added to the reaction ... The reactants are CC(=O)OCC(=O)Cl, O=C([O-])[O-], CSC(=N)N(C)N=Cc1ccccc1, CC(C)=O, I, [K+], [K+]. Product: CSC(=NC(=O)COC(C)=O)N(C)N=Cc1ccccc1. Reaction SMILES: [C:16]([CH3:17])(=[O:18])[O:19][CH2:20][C:21](=[O:22])[Cl:23].[C:24](=[O:25])([O-:26])[O-:27].[CH3:1][N:2]([N:3]=[CH:4][c:5]1[cH:6][cH:7][cH:8][cH:9][cH:10]1)[C:11](=[NH:12])[S:13][CH3:14].[CH3:30][C:31](=[O:32])[CH3:33].[IH:15].[K+:28].[K+:29]>>[CH3:1][N:2]([N:3]=[CH:4][c:5]1[cH:6][cH:7][cH:8][cH:9][cH:10]1)[C:11](=[N:12][C:21]([CH2:20][O:19][C:16]([CH3:17])=[O:18])=[O:22])[S:13][CH3:14].